From a dataset of the Open Reaction Database (ORD), a public repository of structured organic reaction records. describe an organic reaction: reactants, conditions, products, and yield Run at time 15 minute. The product is BrC1=CC=CN2C=C(C=C12)C (8-bromo-2-methylindolizine). RXN SMILES: Cl[CH2:2][C:3](=O)[CH3:4].[Li+].[Br-:7].Br[C:9]1[C:14]([CH3:15])=[CH:13][CH:12]=[CH:11][N:10]=1.C([O-])([O-])=O.[K+].[K+]>C(#N)C>[Br:7][C:3]1[C:4]2[N:10]([CH:9]=[C:14]([CH3:15])[CH:13]=2)[CH:11]=[CH:12][CH:2]=1 |f:1.2,4.5.6|. The solvent is C(C)#N (acetonitrile), C(C)#N (acetonitrile). Reported procedure: A mixture of cloroacetone (17 mmol), LiBr (17 mmol) in acetonitrile (10 mL) was stirred at room temperature for 15 min. Then, a solution of 2-bromo-3-methylpyridine (19 mmol) in acetonitrile (10 mL) was added and the resulting mixture was heated at reflux for 24 h. The mixture was cooled to room temperature and the solvent was removed under reduce pressure. The residue was diluted with water extracted with diethylether. The aqueous was treated with K2CO3 (96 mmol) and heated at 80° C. for 2 h. T... Starting materials: BrC1=NC=CC=C1C (2-bromo-3-methylpyridine), C(=O)([O-])[O-].[K+].[K+] (K2CO3), ClCC(C)=O (cloroacetone), [Li+].[Br-] (LiBr).